Dataset: the Open Reaction Database (ORD), a public repository of structured organic reaction records. Task: describe an organic reaction: reactants, conditions, products, and yield Reactants: COC(=O)C(C)NCCC(=O)OC(C)(C)C, CO, [K+], [OH-], O. The product is CC(NCCC(=O)OC(C)(C)C)C(=O)O. As a reaction SMILES: [C:1]([CH3:2])([CH3:3])([CH3:4])[O:5][C:6](=[O:7])[CH2:8][CH2:9][NH:10][CH:11]([C:12](=[O:13])[O:14][CH3:15])[CH3:16].[CH3:19][OH:20].[K+:18].[OH-:17].[OH2:21]>>[C:1]([CH3:2])([CH3:3])([CH3:4])[O:5][C:6](=[O:7])[CH2:8][CH2:9][NH:10][CH:11]([C:12](=[O:13])[OH:14])[CH3:16]. Reactants: CSC1=CC=NC=C1 (4-methylthiopyridine), C(C)(=O)NCCCl (N-acetyl-2-chloroethylamine), ClC1=CC(=CC=C1)C(=O)OO (metachlorperbenzoic acid). Run in C(Cl)Cl.C(=O)(C(F)(F)F)O (CH2Cl2 TFA). Yields the product [Cl-].C(C)(=O)NCC[N+]1=CC=C(C=C1)S(=O)C (1-(2-acetylaminoethyl)-4-methanesulphinylpyridinium chloride). Reaction SMILES: [CH3:1][S:2][C:3]1[CH:8]=[CH:7][N:6]=[CH:5][CH:4]=1.[C:9]([NH:12][CH2:13][CH2:14][Cl:15])(=[O:11])[CH3:10].ClC1C=CC=C(C(OO)=[O:24])C=1>C(Cl)Cl.C(O)(C(F)(F)F)=O>[Cl-:15].[C:9]([NH:12][CH2:13][CH2:14][N+:6]1[CH:7]=[CH:8][C:3]([S:2]([CH3:1])=[O:24])=[CH:4][CH:5]=1)(=[O:11])[CH3:10] |f:3.4,5.6|. Procedure details: The starting material may be obtained as follows: Reaction of 4-methylthiopyridine with 4 equivalents of N-acetyl-2-chloroethylamine at 80° for 4 hours gave, after precipitation from CH2Cl2 solution with EtOAc, 1-(2-acetylaminoethyl)-4-methylthipyridinium chloride in solvent B:-1.76(s, 3H); 2.69(s, 3H); 3.6(t, 2H); 4.5(t, 2H); 7.87(d, 2H); 8.64(d, 2H). This compound was reacted with one equivalent of metachlorperbenzoic acid in CH2Cl2 /TFA at 0° to ambient temperature for 30 minutes. The product... Starting materials: Sodium 2-propoxide, C1CC2=CC=CC=C2C(=O)C1 (α-tetralone). The solvent is CC(C)O (2-propanol). Conditions: temperature 35 celsius, time 2 hour. Product: C1C[C@H](C2=CC=CC=C2C1)O ((R)-1-tetralol). Yield: 98.4%. Reaction SMILES: [CH2:1]1[CH2:11][C:9](=[O:10])[C:8]2[C:3](=[CH:4][CH:5]=[CH:6][CH:7]=2)[CH2:2]1>CC(O)C>[CH2:1]1[CH2:2][C:3]2[C:8](=[CH:7][CH:6]=[CH:5][CH:4]=2)[C@H:9]([OH:10])[CH2:11]1. Procedure: Sodium 2-propoxide (0.38 ml of 0.1M solution in 2-propanol) was charged to the catalyst solution followed by the α-tetralone (0.5 ml, 3.76 mmol). The mixture was stirred under vacuum (80 mmHg) at 35° C. for 2 h, after the first hour the flask was back filled with nitrogen and sufficient 2-propanol charged to compensate for the volume removed by distillation. This gave (R)-1-tetralol Yield 98.4%, ee 95.7%. The turnover number, integrated over 1 h, was 185 h−1. Reactants: CCOc1cccc(CC(=O)OC)c1, CO, [Na+], [OH-]. Product: CCOc1cccc(CC(=O)O)c1. As a reaction SMILES: [CH2:1]([CH3:2])[O:3][c:4]1[cH:5][c:6]([CH2:10][C:11](=[O:12])[O:13][CH3:14])[cH:7][cH:8][cH:9]1.[CH3:15][OH:16].[Na+:18].[OH-:17]>>[CH2:1]([CH3:2])[O:3][c:4]1[cH:5][c:6]([CH2:10][C:11](=[O:12])[OH:13])[cH:7][cH:8][cH:9]1.